This data is from the Open Reaction Database (ORD), a public repository of structured organic reaction records. The task is: describe an organic reaction: reactants, conditions, products, and yield Starting materials: ClC1=CC=C(C=C1)C(C(=O)O)C1=CC=C(C=C1)Cl (bis(p-chlorophenyl)acetic acid), CCOC(=O)C=1C=CC(=CC1)N (benzocaine), S(=O)(=O)(Cl)Cl (sulfonyl chloride), ClC1=CC=C(C=C1)C(C(=O)Cl)C1=CC=C(C=C1)Cl (bis(p-chlorophenyl)acetyl chloride). Solvent: C1=CC=CC=C1 (benzene). Reaction conditions: time 8 hour. Yields the product ClC1=CC=C(C=C1)C(C(=O)NC1=CC=C(C(=O)OCC)C=C1)C1=CC=C(C=C1)Cl (4-[2,2-Bis(p-chlorophenyl)acetamido]benzoic acid, ethyl ester). Reaction SMILES: [Cl:1][C:2]1[CH:7]=[CH:6][C:5]([CH:8]([C:12]2[CH:17]=[CH:16][C:15]([Cl:18])=[CH:14][CH:13]=2)[C:9]([OH:11])=O)=[CH:4][CH:3]=1.S(Cl)(Cl)(=O)=O.ClC1C=CC(C(C2C=CC(Cl)=CC=2)C(Cl)=O)=CC=1.[CH3:42][CH2:43][O:44][C:45]([C:47]1[CH:48]=[CH:49][C:50]([NH2:53])=[CH:51][CH:52]=1)=[O:46]>C1C=CC=CC=1>[Cl:18][C:15]1[CH:16]=[CH:17][C:12]([CH:8]([C:5]2[CH:4]=[CH:3][C:2]([Cl:1])=[CH:7][CH:6]=2)[C:9]([NH:53][C:50]2[CH:49]=[CH:48][C:47]([C:45]([O:44][CH2:43][CH3:42])=[O:46])=[CH:52][CH:51]=2)=[O:11])=[CH:13][CH:14]=1. Procedure details: To a stirred solution of 23.55 g. of bis(p-chlorophenyl)acetic acid in 250 ml. of benzene is added dropwise 33.1 g. of sulfonyl chloride. The mixture is refluxed 5 hours, the solvent is evaporated, and the residue is evaporated from three 250 ml. portions of benzene, giving 26.06 g. of bis(p-chlorophenyl)acetyl chloride as an oil. To this oil is added a solution of 27.7 g. of benzocaine. The mixture is stirred overnight, filtered, washed with 200 ml. each of 10% hydrochloric acid, saturated sodi...